Dataset: the Open Reaction Database (ORD), a public repository of structured organic reaction records. Task: describe an organic reaction: reactants, conditions, products, and yield The reactants are C(C)O (ethanol), ( c ), C12(C(CC(CC1)C2(C)C)O)C (Borneol). The product is C12(C(CC(CC1)C2(C)C)(O)CCO)C (Borneol-ethanol), ( d ). RXN SMILES: [C:1]12([CH3:11])[C:7]([CH3:9])([CH3:8])[CH:4]([CH2:5][CH2:6]1)[CH2:3][CH:2]2[OH:10].[CH2:12]([OH:14])[CH3:13]>>[C:1]12([CH3:11])[C:7]([CH3:8])([CH3:9])[CH:4]([CH2:5][CH2:6]1)[CH2:3][C:2]2([CH2:13][CH2:12][OH:14])[OH:10]. Procedure details: A process for preparing a pharmaceutical liquid composition for orally administrating to patients such as infants, children, critical patients, and the like, which comprises the steps of (a) extracting a first microparticle mixture of Dioscoreae rhizoma, Glycyrrhizae radix, Ginseng radix, Typhae pollen, Massa medicata fermentata, Sojae germinatum semen, Cinnamomi cortex, Paeoniae radix, Liriope tuber, Scutellariae radix, Angelicae gigantis radix, Ledebouriellae radix, Atractylodis rhizoma alba, ... The reactants are ClC=1C=NC=C(C1SC1=C(C=C(S1)C(=O)O)[N+](=O)[O-])Cl (5-[(3,5-dichloro-4-pyridyl)sulfanyl]-4-nitro-thiophene-2-carboxylic acid), FC(C1=NNC(=C1)N)(F)F (3-(trifluoromethyl)-1H-pyrazol-5-amine). Yields the product ClC=1C=NC=C(C1SC1=C(C=C(S1)C(=O)NC1=CC(=NN1)C(F)(F)F)[N+](=O)[O-])Cl (5-((3,5-dichloropyridin-4-yl)thio)-4-nitro-N-(3-(trifluoromethyl)-1H-pyrazol-5-yl)thiophene-2-carboxamide), solid. Isolated yield 27.0%. RXN SMILES: [Cl:1][C:2]1[CH:3]=[N:4][CH:5]=[C:6]([Cl:20])[C:7]=1[S:8][C:9]1[S:13][C:12]([C:14]([OH:16])=O)=[CH:11][C:10]=1[N+:17]([O-:19])=[O:18].[F:21][C:22]([F:30])([F:29])[C:23]1[CH:27]=[C:26]([NH2:28])[NH:25][N:24]=1>>[Cl:20][C:6]1[CH:5]=[N:4][CH:3]=[C:2]([Cl:1])[C:7]=1[S:8][C:9]1[S:13][C:12]([C:14]([NH:28][C:26]2[NH:25][N:24]=[C:23]([C:22]([F:30])([F:29])[F:21])[CH:27]=2)=[O:16])=[CH:11][C:10]=1[N+:17]([O-:19])=[O:18]. Reported procedure: Prepared according to the procedure described for example 44 from 5-[(3,5-dichloro-4-pyridyl)sulfanyl]-4-nitro-thiophene-2-carboxylic acid (35 mg, 0.1 mmol) and 3-(trifluoromethyl)-1H-pyrazol-5-amine (18.0 mg, 0.12 mmol). The title compound was obtained as a solid (13.0 mg, 27% yield). MS m/z: 483.93, 485.93 [M+H]+. Starting materials: CS(C)=O, O, O=C(Nc1cc(-c2ccccc2)no1)OCC(Cl)(Cl)Cl, c1ccc(-c2nsc(N3CCNCC3)n2)cc1. The product is O=C(Nc1cc(-c2ccccc2)no1)N1CCN(c2nc(-c3ccccc3)ns2)CC1. RXN SMILES: [CH3:38][S:39]([CH3:40])=[O:41].[OH2:42].[c:1]1(-[c:7]2[n:8][o:9][c:10]([NH:12][C:13]([O:14][CH2:15][C:16]([Cl:17])([Cl:18])[Cl:19])=[O:20])[cH:11]2)[cH:2][cH:3][cH:4][cH:5][cH:6]1.[c:21]1(-[c:27]2[n:28][s:29][c:30]([N:32]3[CH2:33][CH2:34][NH:35][CH2:36][CH2:37]3)[n:31]2)[cH:22][cH:23][cH:24][cH:25][cH:26]1>>[c:1]1(-[c:7]2[n:8][o:9][c:10]([NH:12][C:13](=[O:20])[N:35]3[CH2:34][CH2:33][N:32]([c:30]4[s:29][n:28][c:27](-[c:21]5[cH:22][cH:23][cH:24][cH:25][cH:26]5)[n:31]4)[CH2:37][CH2:36]3)[cH:11]2)[cH:2][cH:3][cH:4][cH:5][cH:6]1.